From a dataset of the Open Reaction Database (ORD), a public repository of structured organic reaction records. describe an organic reaction: reactants, conditions, products, and yield Starting materials: CC(Cc1ccccc1)N=Cc1ccc(Br)cc1, [Na+], [OH-], O, O=S(=O)(O)C(F)(F)F. The product is CC1Cc2ccccc2C(c2ccc(Br)cc2)N1. Reaction SMILES: [Br:9][c:10]1[cH:11][cH:12][c:13]([CH:14]=[N:15][CH:16]([CH2:17][c:18]2[cH:19][cH:20][cH:21][cH:22][cH:23]2)[CH3:24])[cH:25][cH:26]1.[Na+:28].[OH-:27].[OH2:29].[OH:1][S:2]([C:3]([F:4])([F:5])[F:6])(=[O:7])=[O:8]>>[Br:9][c:10]1[cH:11][cH:12][c:13]([CH:14]2[NH:15][CH:16]([CH3:24])[CH2:17][c:18]3[c:19]2[cH:20][cH:21][cH:22][cH:23]3)[cH:25][cH:26]1. Starting materials: C(C1=CC=CC=C1)OC(=O)N1CCC(CC1)CCCC[C@@H](C(=O)OCC)N[C@@H](C)C(=O)N1[C@H]2CCC[C@H]2C[C@H]1C(=O)OCC1=CC=CC=C1 (benzyl (S,S,S)-2-[N-[(S)-5-(1-benzyloxycarbonyl-4-piperidyl)-1-ethoxycarbonylpentyl)-L-alanyl]-2-azabicyclo[3,3,0]octane-3-carboxylate). The reagents and catalysts are [C].[Pd] (palladium-carbon). Run in C(C)O (ethanol). Reaction conditions: time 4 hour. Yields the product N1CCC(CC1)CCCC[C@@H](C(=O)OCC)N[C@@H](C)C(=O)N1[C@H]2CCC[C@H]2C[C@H]1C(=O)O ((S,S,S)-2-[N-[(S)-5-(4-piperidyl)-1-ethoxycarbonylpentyl)-L-alanyl]-2-azabicyclo[3,3,0]octane-3-carboxylic acid). RXN SMILES: C(OC([N:11]1[CH2:16][CH2:15][CH:14]([CH2:17][CH2:18][CH2:19][CH2:20][C@H:21]([NH:27][C@H:28]([C:30]([N:32]2[C@H:39]([C:40]([O:42]CC3C=CC=CC=3)=[O:41])[CH2:38][C@H:37]3[C@@H:33]2[CH2:34][CH2:35][CH2:36]3)=[O:31])[CH3:29])[C:22]([O:24][CH2:25][CH3:26])=[O:23])[CH2:13][CH2:12]1)=O)C1C=CC=CC=1>C(O)C.[C].[Pd]>[NH:11]1[CH2:12][CH2:13][CH:14]([CH2:17][CH2:18][CH2:19][CH2:20][C@H:21]([NH:27][C@H:28]([C:30]([N:32]2[C@H:39]([C:40]([OH:42])=[O:41])[CH2:38][C@H:37]3[C@@H:33]2[CH2:34][CH2:35][CH2:36]3)=[O:31])[CH3:29])[C:22]([O:24][CH2:25][CH3:26])=[O:23])[CH2:15][CH2:16]1 |f:2.3|. Procedure: In 50 ml of ethanol is dissolved 0.26 g of benzyl (S,S,S)-2-[N-[(S)-5-(1-benzyloxycarbonyl-4-piperidyl)-1-ethoxycarbonylpentyl)-L-alanyl]-2-azabicyclo[3,3,0]octane-3-carboxylate, and a catalytic reduction is carried out at ambient temperature and under atmospheric pressure using 0.2 g of 10% palladium-carbon (50% wet) as a catalyst. After the reaction is allowed to proceed for 4 hours, the catalyst is filtered off, and the filtrate is concentrated under reduced pressure to give (S,S,S)-2-[N-[(S)... Reactants: FC1=NC(=CC=C1[N+](=O)[O-])F (2,6-Difluoro-3-nitropyridine), [Cl-].[NH4+] (ammonium chloride). RXN SMILES: [F:1][C:2]1[C:7]([N+:8]([O-])=O)=[CH:6][CH:5]=[C:4]([F:11])[N:3]=1.[Cl-].[NH4+]>C(O)C.O.[Fe]>[F:1][C:2]1[C:7]([NH2:8])=[CH:6][CH:5]=[C:4]([F:11])[N:3]=1 |f:1.2|. Run at temperature 80 celsius, time 1 hour. Procedure details: 2,6-Difluoro-3-nitropyridine (3.84 g) was dissolved in ethanol (42 ml). A solution of iron powder (4.03 g) and ammonium chloride (2.57 g) in water (14 ml) was added, and the reaction solution was heated and stirred at 80° C. for one hour. After leaving to cool, the reaction solution was filtered through celite. Ethyl acetate and water were added and the organic layer was separated. The resulting organic layer was washed with brine and then dried over anhydrous sodium sulfate. The drying agent wa... The reagents and catalysts are [Fe] (iron). Solvent: C(C)O (ethanol), O (water). Yield: 66.0%. Product: FC1=NC(=CC=C1N)F (2,6-difluoro-3-aminopyridine). The reactants are ClC1=NC(=NC(=C1)NC(C)(C)C)N1CCCC1 (4-Chloro-6-(1,1-dimethylethylamino)-2-pyrrolidinopyrimidine), N1CCNCC1 (piperazine). The product is CC(C)(C)NC1=NC(=NC(=C1)N1CCNCC1)N1CCCC1 (4-(1,1-dimethylethylamino)-6-(1-piperazinyl)-2-pyrrolidinopyrimidine). Isolated yield 67.5%. Reaction SMILES: Cl[C:2]1[CH:7]=[C:6]([NH:8][C:9]([CH3:12])([CH3:11])[CH3:10])[N:5]=[C:4]([N:13]2[CH2:17][CH2:16][CH2:15][CH2:14]2)[N:3]=1.[NH:18]1[CH2:23][CH2:22][NH:21][CH2:20][CH2:19]1>>[CH3:10][C:9]([NH:8][C:6]1[CH:7]=[C:2]([N:18]2[CH2:23][CH2:22][NH:21][CH2:20][CH2:19]2)[N:3]=[C:4]([N:13]2[CH2:17][CH2:16][CH2:15][CH2:14]2)[N:5]=1)([CH3:12])[CH3:11]. Procedure details: 4-Chloro-6-(1,1-dimethylethylamino)-2-pyrrolidinopyrimidine is reacted with piperazine as described in Example 4 to give the title product in a yield of 67.5%, m.p.: 140°-145° C. Reactants: [N+](=O)([O-])C1=C(C(=CC=C1)OCC1OC1)N (2-nitro-6-oxiranylmethoxy-phenylamine), [H-].[Na+] (sodium hydride). Solvent: CN(C)C=O (DMF). Conditions: time 8 hour. The product is [N+](=O)([O-])C1=CC=CC2=C1NC(CO2)CO ((5-Nitro-3,4-dihydro-2H-benzo[1,4]oxazin-3-yl)-methanol). The yield is 74.8%. Reaction SMILES: [N+:1]([C:4]1[CH:9]=[CH:8][CH:7]=[C:6]([O:10][CH2:11][CH:12]2[CH2:14][O:13]2)[C:5]=1[NH2:15])([O-:3])=[O:2].[H-].[Na+]>CN(C=O)C>[N+:1]([C:4]1[C:5]2[NH:15][CH:12]([CH2:14][OH:13])[CH2:11][O:10][C:6]=2[CH:7]=[CH:8][CH:9]=1)([O-:3])=[O:2] |f:1.2|. Procedure: To a solution of 2-nitro-6-oxiranylmethoxy-phenylamine (14.7 g, 0.070 mol) in DMF (200 mL) was added sodium hydride (3.5 g, 60 wt. %, 0.087 mol). The resulting reaction mixture was stirred at room temperature overnight. The mixture was evaporated in vacuum, the residue diluted with water (200 mL) and extracted with methylene chloride (2×200 mL). The combined organic layers were washed with water (300 mL) and saturated sodium chloride solution (300 mL), dried (Na2SO4) and concentrated to provide ... Starting materials: P(OCC1=CC=CC=C1)(OCC1=CC=CC=C1)[O-] (dibenzyl phosphite), C(CC)=O (propionaldehyde). The solvent is C(Cl)(Cl)Cl (chloroform). Reaction conditions: time 8 hour. The product is OC(CC)P(OCC1=CC=CC=C1)(OCC1=CC=CC=C1)=O (Dibenzyl (1-hydroxypropyl)phosphonate). RXN SMILES: [P:1]([O-:18])([O:10][CH2:11][C:12]1[CH:17]=[CH:16][CH:15]=[CH:14][CH:13]=1)[O:2][CH2:3][C:4]1[CH:9]=[CH:8][CH:7]=[CH:6][CH:5]=1.[CH:19](=[O:22])[CH2:20][CH3:21]>C(Cl)(Cl)Cl>[OH:22][CH:19]([P:1](=[O:18])([O:10][CH2:11][C:12]1[CH:17]=[CH:16][CH:15]=[CH:14][CH:13]=1)[O:2][CH2:3][C:4]1[CH:9]=[CH:8][CH:7]=[CH:6][CH:5]=1)[CH2:20][CH3:21]. Procedure: The general method of F. Texier-Boullet and A. Foucaud [Synthesis, 1982, 916] was employed. A mixture of dibenzyl phosphite (31.13 ml, 0.14 mole) and propionaldehyde (10.21 ml, 1 equiv.) was stirred at room temperature and basic alumina (70 g) added in one portion. After standing overnight at room temperature chloroform was added and the alumina collected and washed with chloroform. The filtrate was evaporated to dryness and the resulting clear oil chromatographed on silica gel (600 g) with grad... The reactants are O[C@H](CN(S(=O)(=O)C1=C(C=CC=C1)[N+](=O)[O-])C[C@@H](C)NC(OC(C)(C)C)=O)C1=CSC=C1 (tert-butyl (R)-1-[N—{(S)-2-hydroxy-2-(thiophen-3-yl)ethyl}-2-nitrophenylsulfonamido]propan-2-ylcarbamate), FC(C(=O)O)(F)F (trifluoroacetic acid). Run in ClCCl (dichloromethane). Conditions: time 1 hour. Product: N[C@@H](CN(S(=O)(=O)C1=C(C=CC=C1)[N+](=O)[O-])C[C@H](C1=CSC=C1)O)C (N—{(R)-2-aminopropyl}-N—{(S)-2-hydroxy-2-(thiophen-3-yl)ethyl}-2-nitrobenzenesulfonamide). Yield: 70.7%. As a reaction SMILES: [OH:1][C@@H:2]([C:28]1[CH:32]=[CH:31][S:30][CH:29]=1)[CH2:3][N:4]([CH2:17][C@H:18]([NH:20]C(=O)OC(C)(C)C)[CH3:19])[S:5]([C:8]1[CH:13]=[CH:12][CH:11]=[CH:10][C:9]=1[N+:14]([O-:16])=[O:15])(=[O:7])=[O:6].FC(F)(F)C(O)=O>ClCCl>[NH2:20][C@H:18]([CH3:19])[CH2:17][N:4]([CH2:3][C@@H:2]([OH:1])[C:28]1[CH:32]=[CH:31][S:30][CH:29]=1)[S:5]([C:8]1[CH:13]=[CH:12][CH:11]=[CH:10][C:9]=1[N+:14]([O-:16])=[O:15])(=[O:6])=[O:7]. Procedure details: 602 mg of tert-butyl (R)-1-[N—{(S)-2-hydroxy-2-(thiophen-3-yl)ethyl}-2-nitrophenylsulfonamido]propan-2-ylcarbamate was dissolved in 4 mL of dichloromethane. To the solution, 1 mL of trifluoroacetic acid was added, and the mixture was stirred at room temperature for 1 hour. The reaction solution was concentrated under reduced pressure, and the residue was dissolved in 4 mL of methanol. 1 g of sodium bicarbonate was added thereto, and the mixture was stirred for 1 hour. After filtration, the filtr... The reactants are OC1=C(C=CC2=CC=CC=C12)C(=O)OC (methyl 1-hydroxy-2-naphthoate), FC(S(=O)(=O)OCC(F)(F)F)(F)F (2,2,2-trifluoroethyl trifluoromethanesulfonate), C([O-])(O)=O.[K+] (potassium bicarbonate). Solvent: CC(=O)C (acetone). Yields the product FC(COC1=C(C=CC2=CC=CC=C12)C(=O)OC)(F)F (Methyl 1-(2,2,2-Trifluoroethoxy)-2-Naphthoate). Reaction SMILES: [OH:1][C:2]1[C:11]2[C:6](=[CH:7][CH:8]=[CH:9][CH:10]=2)[CH:5]=[CH:4][C:3]=1[C:12]([O:14][CH3:15])=[O:13].FC(F)(F)S(O[CH2:22][C:23]([F:26])([F:25])[F:24])(=O)=O.C(=O)(O)[O-].[K+]>CC(C)=O>[F:24][C:23]([F:26])([F:25])[CH2:22][O:1][C:2]1[C:11]2[C:6](=[CH:7][CH:8]=[CH:9][CH:10]=2)[CH:5]=[CH:4][C:3]=1[C:12]([O:14][CH3:15])=[O:13] |f:2.3|. Procedure details: A mixture containing 20.2 g. (0.1 mole) of methyl 1-hydroxy-2-naphthoate, 29 g. (0.125 mole) of 2,2,2-trifluoroethyl trifluoromethanesulfonate, 20 g. (0.2 mole) of anhydrous potassium bicarbonate and 200 ml. of dry acetone is refluxed for three days. Acetone is removed by distillation (steam bath). The residue is cooled and diluted with water. The resulting white solid is collected by filtration and washed successively with cold dilute sodium hydroxide solution and water. The solid is further pu... Reactants: N#Cc1ccccc1-c1ccc(CBr)cc1, [Cl-], [H-], CCOC(=O)c1cnn(C)c1N, [NH4+], [Na+], C1CCOC1. Product: CCOC(=O)c1cnn(C)c1NCc1ccc(-c2ccccc2C#N)cc1. As a reaction SMILES: [Br:15][CH2:16][c:17]1[cH:18][cH:19][c:20](-[c:23]2[c:24]([C:29]#[N:30])[cH:25][cH:26][cH:27][cH:28]2)[cH:21][cH:22]1.[Cl-:31].[H-:13].[NH2:1][c:2]1[c:3]([C:8](=[O:9])[O:10][CH2:11][CH3:12])[cH:4][n:5][n:6]1[CH3:7].[NH4+:32].[Na+:14].[O:33]1[CH2:34][CH2:35][CH2:36][CH2:37]1>>[NH:1]([c:2]1[c:3]([C:8](=[O:9])[O:10][CH2:11][CH3:12])[cH:4][n:5][n:6]1[CH3:7])[CH2:16][c:17]1[cH:18][cH:19][c:20](-[c:23]2[c:24]([C:29]#[N:30])[cH:25][cH:26][cH:27][cH:28]2)[cH:21][cH:22]1. Reactants: O (Water), S(=O)(=O)(O)[O-].[K+] (potassium hydrogen sulfate), FC1=C2CN(CC2=CC=C1)C(=O)O[C@@H]1C[C@@H]2N(C([C@H](COCCC\C=C/[C@H]3[C@](NC2=O)(C3)C(NS(=O)(=O)C3CC3)=O)NC(=O)OC(C)(C)C)=O)C1 ((2R,6S,13aS,14aR,16aS,Z)-6-(tert-butoxycarbonylamino)-14a-(cyclopropylsulfonylcarbamoyl)-5,16-dioxo-2,3,5,6,7,9,10,11,13a,14,14a,15,16,16a-tetradecahydro-1H-cyclopropa(i)pyrrolo[1,2-e][1,5,8]oxadiazacyclopentadecin-2-yl 4-fluoroisoindoline-2-carboxylate), Rh Al, [H][H] (hydrogen). Solvent: C(C)(=O)OCC (Ethyl acetate). Conditions: time 16 hour. Product: FC1=C2CN(CC2=CC=C1)C(=O)O[C@@H]1C[C@@H]2N(C([C@H](COCCCCC[C@H]3[C@](NC2=O)(C3)C(NS(=O)(=O)C3CC3)=O)NC(=O)OC(C)(C)C)=O)C1 ((2R,6S,13aR,14aR,16aS)-6-(tert-butoxycarbonylamino)-14a-(cyclopropylsulfonylcarbamoyl)-5,16-dioxohexadecahydro-1H-cyclopropa(i)pyrrolo[1,2-e][1,5,8]oxadiazacyclopentadecin-2-yl 4-fluoroisoindoline-2-carboxylate). The yield is 53.6%. As a reaction SMILES: [F:1][C:2]1[CH:10]=[CH:9][CH:8]=[C:7]2[C:3]=1[CH2:4][N:5]([C:11]([O:13][C@H:14]1[CH2:51][N:17]3[C:18](=[O:50])[C@@H:19]([NH:42][C:43]([O:45][C:46]([CH3:49])([CH3:48])[CH3:47])=[O:44])[CH2:20][O:21][CH2:22][CH2:23][CH2:24][CH:25]=[CH:26][C@@H:27]4[CH2:32][C@@:28]4([C:33](=[O:41])[NH:34][S:35]([CH:38]4[CH2:40][CH2:39]4)(=[O:37])=[O:36])[NH:29][C:30](=[O:31])[C@@H:16]3[CH2:15]1)=[O:12])[CH2:6]2.[H][H].O.S([O-])(O)(=O)=O.[K+]>C(OCC)(=O)C>[F:1][C:2]1[CH:10]=[CH:9][CH:8]=[C:7]2[C:3]=1[CH2:4][N:5]([C:11]([O:13][C@H:14]1[CH2:51][N:17]3[C:18](=[O:50])[C@@H:19]([NH:42][C:43]([O:45][C:46]([CH3:47])([CH3:49])[CH3:48])=[O:44])[CH2:20][O:21][CH2:22][CH2:23][CH2:24][CH2:25][CH2:26][C@@H:27]4[CH2:32][C@@:28]4([C:33](=[O:41])[NH:34][S:35]([CH:38]4[CH2:40][CH2:39]4)(=[O:36])=[O:37])[NH:29][C:30](=[O:31])[C@@H:16]3[CH2:15]1)=[O:12])[CH2:6]2 |f:3.4|. Procedure: (2R,6S,13aS,14aR,16aS,Z)-6-(tert-butoxycarbonylamino)-14a-(cyclopropylsulfonylcarbamoyl)-5,16-dioxo-2,3,5,6,7,9,10,11,13a,14,14a,15,16,16a-tetradecahydro-1H-cyclopropa(i)pyrrolo[1,2-e][1,5,8]oxadiazacyclopentadecin-2-yl 4-fluoroisoindoline-2-carboxylate (0.028 g, 0.038 mmol) and Rh/Al (5%) (0.0079 g, 0.0038 mmol) in Ethyl acetate (5 mL) was charged with 1 atmosphere of hydrogen and stirred for 16 hrs. Water (3 mL) and saturated potassium hydrogen sulfate (3 mL) was added and stirred for 10 minut...